Task: describe an organic reaction: reactants, conditions, products, and yield. Dataset: the Open Reaction Database (ORD), a public repository of structured organic reaction records Reactants: C=O (Paraformaldehyde), CN (MeNH2), CCO (EtOH), C=CC1=CC=CC=C1 (Styrene), NaWO4.2H2O, OO (H2O2). The product is CN1OC(CC1)C1=CC=CC=C1 (2-methyl-5-phenylisoxazolidine). RXN SMILES: [CH2:1]=[O:2].[CH3:3][NH2:4].[CH3:5][CH2:6]O.C=C[C:10]1[CH:15]=[CH:14][CH:13]=[CH:12][CH:11]=1.OO>>[CH3:3][N:4]1[CH2:6][CH2:5][CH:1]([C:10]2[CH:15]=[CH:14][CH:13]=[CH:12][CH:11]=2)[O:2]1. Procedure details: Paraformaldehyde (20.0 g, 724 mmol) was added in portions to 33% MeNH2 in EtOH (68.0 g, 724 mmol). Styrene (75.0 g, 721 mmol) and NaWO4.2H2O (3.4 g, 10 mmol) were added and the solution was heated to reflux. Fifty per cent H2O2 (50.0 g, 735 mmol) was added dropwise over 2 hours. After cooling, the phases were separated and the lower aqueous phase was extracted with ether (3×100 mL). The upper organic layer was combined with the ether extracts and washed with brine (2 x 100 mL). The ether and exc... Starting materials: O (water), BrBr (bromine), CN1C(=CC=C1C)C#N (1,5-dimethyl-1H-pyrrole-2-carbonitrile). The solvent is C(C)(=O)O (acetic acid), C(C)(=O)O (acetic acid). Conditions: time 24 hour. Product: BrC=1C=C(N(C1C)C)C#N (4-Bromo-1,5-dimethyl-1H-pyrrole-2-carbonitrile). RXN SMILES: [Br:1]Br.[CH3:3][N:4]1[C:8]([CH3:9])=[CH:7][CH:6]=[C:5]1[C:10]#[N:11].O>C(O)(=O)C>[Br:1][C:7]1[CH:6]=[C:5]([C:10]#[N:11])[N:4]([CH3:3])[C:8]=1[CH3:9]. Procedure details: A solution of bromine (6.58 mL, 0.13 mol) in acetic acid (60 mL) is added dropwise, with the aid of a dropping funnel, to a solution of 1,5-dimethyl-1H-pyrrole-2-carbonitrile (15.0 g, 0.12 mol) in acetic acid (300 mL). The batch is stirred at ambient temperature for 24 hours. The reaction mixture is then poured into a beaker containing 300 mL of water. The solid formed is filtered off and rinsed with water. It is then dissolved in dichloromethane (300 mL) and the organic phase is washed with bri... The reactants are BrB(Br)Br, COC(=O)Cc1cc(Br)c(S(=O)(=O)c2ccc(OC)c(C(C)C)c2)c(Br)c1, ClCCl. The product is COC(=O)Cc1cc(Br)c(S(=O)(=O)c2ccc(O)c(C(C)C)c2)c(Br)c1. Reaction SMILES: [B:1]([Br:2])([Br:3])[Br:4].[Br:5][c:6]1[cH:7][c:8]([CH2:27][C:28](=[O:29])[O:30][CH3:31])[cH:9][c:10]([Br:26])[c:11]1[S:12](=[O:13])(=[O:14])[c:15]1[cH:16][c:17]([CH:23]([CH3:24])[CH3:25])[c:18]([O:21][CH3:22])[cH:19][cH:20]1.[Cl:32][CH2:33][Cl:34]>>[Br:5][c:6]1[cH:7][c:8]([CH2:27][C:28](=[O:29])[O:30][CH3:31])[cH:9][c:10]([Br:26])[c:11]1[S:12](=[O:13])(=[O:14])[c:15]1[cH:16][c:17]([CH:23]([CH3:24])[CH3:25])[c:18]([OH:21])[cH:19][cH:20]1. The reactants are CC1CCC(O)CC1c1cccc(OCc2ccc3c(ccc(=O)n3C)c2)c1, CI. Yields the product COC1CCC(C)C(c2cccc(OCc3ccc4c(ccc(=O)n4C)c3)c2)C1. As a reaction SMILES: [CH3:1][CH:2]1[CH:3]([c:9]2[cH:10][c:11]([O:15][CH2:16][c:17]3[cH:18][c:19]4[cH:20][cH:21][c:22](=[O:28])[n:23]([CH3:27])[c:24]4[cH:25][cH:26]3)[cH:12][cH:13][cH:14]2)[CH2:4][CH:5]([OH:8])[CH2:6][CH2:7]1.[CH3:29][I:30]>>[CH3:1][CH:2]1[CH:3]([c:9]2[cH:10][c:11]([O:15][CH2:16][c:17]3[cH:18][c:19]4[cH:20][cH:21][c:22](=[O:28])[n:23]([CH3:27])[c:24]4[cH:25][cH:26]3)[cH:12][cH:13][cH:14]2)[CH2:4][CH:5]([O:8][CH3:29])[CH2:6][CH2:7]1. The reactants are C(CCC)C=1N(C(=C(N1)C)C=O)C1=C(C=CC=C1F)Cl (2-n-Butyl-1-(2-chloro-6-fluorophenyl)-methyl-1H-imidazole-5-carboxaldehyde), trimethyl 3-(2-thienyl)-2-phosphonopropionate, [H-].[Na+] (sodium hydride), C(OC)COC (glyme), ( Z )-isomer, C(CCC)C=1N(C(=CN1)/C=C(/C(=O)OC)\CC=1SC=CC1)CC1=C(C=CC=C1F)Cl (methyl (E)-[2-n-butyl-1-{(2-chloro-6-fluorophenyl)methyl}-1H-imidazol-5-yl]-2-(2-thienyl)methyl-2-propenoate), C(CCC)C=1N(C(=CN1)/C(=C(/C(=O)O)\CC1=CSC=C1)/C)CC1=C(C=CC=C1)Cl ((E)-3-[2-n-Butyl-1-{(2-chlorophenyl)methyl}-1H-imidazol-5-yl]-2-(3-thienyl)methyl-2-butenoic Acid). Run in C(C)(=O)OCC (ethyl acetate), CCCCCC (hexane). Yields the product C(CCC)C=1N(C(=CN1)/C=C(/C(=O)O)\CC=1SC=CC1)CC1=C(C=CC=C1F)Cl ((E)-3-[2-n-butyl-1-{(2-chloro-6-fluorophenyl)methyl}-1H-imidazol-5-yl]-2-(2-thienyl)methyl-2-propenoic acid). RXN SMILES: C(C1N(C2C(F)=CC=CC=2Cl)C(C=O)=C(C)N=1)CCC.[H-].[Na+].C(COC)OC.C(C1N(CC2C=CC=CC=2Cl)C(/C(/C)=C(\CC2C=CSC=2)/C(O)=O)=CN=1)CCC.[CH2:58]([C:62]1[N:63]([CH2:79][C:80]2[C:85]([F:86])=[CH:84][CH:83]=[CH:82][C:81]=2[Cl:87])[C:64](/[CH:67]=[C:68](\[CH2:73][C:74]2[S:75][CH:76]=[CH:77][CH:78]=2)/[C:69]([O:71]C)=[O:70])=[CH:65][N:66]=1)[CH2:59][CH2:60][CH3:61]>C(OCC)(=O)C.CCCCCC>[CH2:58]([C:62]1[N:63]([CH2:79][C:80]2[C:85]([F:86])=[CH:84][CH:83]=[CH:82][C:81]=2[Cl:87])[C:64](/[CH:67]=[C:68](\[CH2:73][C:74]2[S:75][CH:76]=[CH:77][CH:78]=2)/[C:69]([OH:71])=[O:70])=[CH:65][N:66]=1)[CH2:59][CH2:60][CH3:61] |f:1.2|. Reported procedure: The procedure of Example 1, Method A is used. 2-n-Butyl-1-(2-chloro-6-fluorophenyl)-methyl-1H-imidazole-5-carboxaldehyde, trimethyl 3-(2-thienyl)-2-phosphonopropionate, sodium hydride and glyme are held at 60° C. for 1 hour to give, after chromatography over silica gel with 50% of hexane in ethyl acetate, methyl (E)-[2-n-butyl-1-{(2-chloro-6-fluorophenyl)methyl}-1H-imidazol-5-yl]-2-(2-thienyl)methyl-2-propenoate and corresponding cis or (Z)-isomer. The (E)-isomer is hydrolyzed to afford (E)-3-[2...